This data is from the Open Reaction Database (ORD), a public repository of structured organic reaction records. The task is: describe an organic reaction: reactants, conditions, products, and yield Reactants: C1(=CC=CC=C1)C1=C(N(C2=CC=C(C=C12)Cl)CCN)C(=O)OCC (ethyl 3-phenyl-5-chloro-1-(2-aminoethyl)indole-2-carboxylate), C([O-])([O-])=O.[K+].[K+] (potassium carbonate). Solvent: CN(C=O)C (dimethyl formamide). Reaction conditions: time 56 hour. Yields the product CN(CCCN1C(C=2N(C=3C=CC(=CC3C2C2=CC=CC=C2)Cl)CC1)=O)C (1,2,3,4-Tetrahydro-2-(3-dimethylaminopropyl)-8-chloro-10-phenylpyrazino[1,2-a]indole-1-one). Reaction SMILES: [C:1]1([C:7]2[C:15]3[C:10](=[CH:11][CH:12]=[C:13]([Cl:16])[CH:14]=3)[N:9]([CH2:17][CH2:18][NH2:19])[C:8]=2[C:20](OCC)=[O:21])[CH:6]=[CH:5][CH:4]=[CH:3][CH:2]=1.C(=O)([O-])[O-].[K+].[K+]>CN(C)C=O>[CH3:10][N:9]([CH3:17])[CH2:8][CH2:7][CH2:1][N:19]1[CH2:18][CH2:17][N:9]2[C:10]3[CH:11]=[CH:12][C:13]([Cl:16])=[CH:14][C:15]=3[C:7]([C:1]3[CH:2]=[CH:3][CH:4]=[CH:5][CH:6]=3)=[C:8]2[C:20]1=[O:21] |f:1.2.3|. Procedure details: To a stirred solution of ethyl 3-phenyl-5-chloro-1-(2-aminoethyl)indole-2-carboxylate (6 grams, 0.019 mole) in 50 ml dimethyl formamide is added potassium carbonate, powdered, 3.4 grams (0.025 mole), followed by 2.45 grams (0.02 mole) distilled dimethylaminopropyl chloride. The solution is stirred 56 hours at room temperature, then heated at 100°-120° C. for 4 hours. After cooling, the suspension is poured into 200 ml ice-water and extracted with dichloromethane. The extract is washed with salin... The reactants are C([O-])([O-])=O.[Na+].[Na+] (sodium carbonate), COC1=C(N)C=CC(=C1)B1OC(C(O1)(C)C)(C)C (2-methoxy-4-(4,4,5,5-tetramethyl-1,3,2-dioxaborolan-2-yl)aniline), IC=1C=NN(C1)CCN1CCN(CC1)C (1-(2-(4-iodo-1H-pyrazol-1-yl)ethyl)-4-methylpiperazine), C(Cl)Cl (DCM). Reagents/catalysts: C1=CC=C(C=C1)P([C-]2C=CC=C2)C3=CC=CC=C3.C1=CC=C(C=C1)P([C-]2C=CC=C2)C3=CC=CC=C3.Cl[Pd]Cl.[Fe+2] (Pd(dppf)Cl2). The solvent is O (water), C1CCOC1 (THF). Product: COC1=C(N)C=CC(=C1)C=1C=NN(C1)CCN1CCN(CC1)C (2-methoxy-4-(1-(2-(4-methylpiperazin-1-yl)ethyl)-1H-pyrazol-4-yl)aniline). Yield: 35.5%. As a reaction SMILES: [CH3:1][O:2][C:3]1[CH:9]=[C:8](B2OC(C)(C)C(C)(C)O2)[CH:7]=[CH:6][C:4]=1[NH2:5].I[C:20]1[CH:21]=[N:22][N:23]([CH2:25][CH2:26][N:27]2[CH2:32][CH2:31][N:30]([CH3:33])[CH2:29][CH2:28]2)[CH:24]=1.C(Cl)Cl.C(=O)([O-])[O-].[Na+].[Na+]>C1COCC1.O.C1C=CC(P(C2C=CC=CC=2)[C-]2C=CC=C2)=CC=1.C1C=CC(P(C2C=CC=CC=2)[C-]2C=CC=C2)=CC=1.Cl[Pd]Cl.[Fe+2]>[CH3:1][O:2][C:3]1[CH:9]=[C:8]([C:20]2[CH:21]=[N:22][N:23]([CH2:25][CH2:26][N:27]3[CH2:28][CH2:29][N:30]([CH3:33])[CH2:31][CH2:32]3)[CH:24]=2)[CH:7]=[CH:6][C:4]=1[NH2:5] |f:3.4.5,8.9.10.11|. Reported procedure: A solution of 2-methoxy-4-(4,4,5,5-tetramethyl-1,3,2-dioxaborolan-2-yl)aniline (210 mg, 0.843 mmol), 1-(2-(4-iodo-1H-pyrazol-1-yl)ethyl)-4-methylpiperazine (Preparation 59, 206 mg, 0.643 mmol) and Pd(dppf)Cl2.DCM (52 mg, 0.064 mmol) was dissolved in THF (4.5 mL) and 2M sodium carbonate in water (1.5 mL) and heated to 60° C. for 18 hours. The mixture was concentrated under reduced pressure. The residue was partitioned between water and DCM. The aqueous layer was extracted with DCM three times and... Starting materials: CC(=O)OCC1CCC(n2cc(C)c(=O)[nH]c2=O)OC1, CO, N. The product is Cc1cn(C2CCC(CO)CO2)c(=O)[nH]c1=O. RXN SMILES: [C:1](=[O:2])([CH3:3])[O:4][CH2:5][CH:6]1[CH2:7][CH2:8][CH:9]([n:12]2[c:13](=[O:14])[nH:15][c:16](=[O:17])[c:18]([CH3:19])[cH:20]2)[O:10][CH2:11]1.[CH3:22][OH:23].[NH3:21]>>[OH:4][CH2:5][CH:6]1[CH2:7][CH2:8][CH:9]([n:12]2[c:13](=[O:14])[nH:15][c:16](=[O:17])[c:18]([CH3:19])[cH:20]2)[O:10][CH2:11]1. Reactants: resultant mixture, NC1=CC(=C(C#N)C=C1C)C (4-amino-2,5-dimethylbenzonitrile), N(=O)[O-].[Na+] (sodium nitrite). The solvent is C(C)(=O)O (acetic acid), O (water). Run at time 48 hour. Yields the product CC1=C(C=C2C=NNC2=C1)C#N (6-Methyl-1H-indazole-5-carbonitrile). The yield is 20.9%. Reaction SMILES: [NH2:1][C:2]1[C:9]([CH3:10])=[CH:8][C:5]([C:6]#[N:7])=[C:4]([CH3:11])[CH:3]=1.[N:12]([O-])=O.[Na+]>C(O)(=O)C.O>[CH3:11][C:4]1[CH:3]=[C:2]2[C:9]([CH:10]=[N:12][NH:1]2)=[CH:8][C:5]=1[C:6]#[N:7] |f:1.2|. Procedure details: A solution of 4-amino-2,5-dimethylbenzonitrile (preparation 31) (111 mg, 0.76 mmol) in acetic acid (5 ml) was treated with a solution of sodium nitrite (53 mg, 0.76 mmol) in water (1 ml). The resultant mixture was stirred at room temperature for 10 mins then left to stand for 48 hrs. The solvent was removed by evaporation and the residue purified by chromatography (SiO2, eluting with 50:50 hexane: ethyl acetate) to give the desired product (25 mg, 21%). 1H NMR (CD3OD) δ 2.60 (s, 3H), 7.50 (s, 1H... Reactants: CCOC(=O)C (EtOAc), C(C)(C)[C@@H]1CC[C@H](CC1)N (trans 4-isopropyl-cyclohexylamine), C1=NN=CC2=CC=CC=C12 (phthalazine), N (NH3), O (water). Yields the product C(C)(C)[C@@H]1CC[C@H](CC1)NC1=NN=C(C2=CC=CC=C12)CC1=CC(=NC=C1)OC (trans 1-(4-Isopropyl-cyclohexylamino)-4-[2-methoxy-(pyridin-4-yl)-methyl]-phthalazine). As a reaction SMILES: [CH:1]([C@H:4]1[CH2:9][CH2:8][C@H:7]([NH2:10])[CH2:6][CH2:5]1)([CH3:3])[CH3:2].[CH:11]1[C:20]2[C:15](=[CH:16][CH:17]=[CH:18][CH:19]=2)[CH:14]=[N:13][N:12]=1.[NH3:21].O.C[CH2:24][O:25][C:26]([CH3:28])=O>>[CH:1]([C@H:4]1[CH2:9][CH2:8][C@H:7]([NH:10][C:11]2[C:20]3[C:15](=[CH:16][CH:17]=[CH:18][CH:19]=3)[C:14]([CH2:5][C:4]3[CH:1]=[CH:2][N:21]=[C:26]([O:25][CH3:24])[CH:28]=3)=[N:13][N:12]=2)[CH2:6][CH2:5]1)([CH3:3])[CH3:2]. Procedure: Under N2 atmosphere, in an ampoule 1.73 g (12 mMol) of trans 4-isopropyl-cyclohexylamine (preparation see Arzneim. Forsch. 1969, 19, 140) and 700 mg (2.4 mMol) of 1-chloro-4-[2-methoxy-pyridin-4-yl)methyl]phthalazine are heated during 17 h at 140° C. The reaction mixture is suspended in EtOAc, and 1.5 ml of NH3 solution (25%) and water are added. The isolated aqueous phase is extracted another two times with EtOAc, and the organic phases are washed with water and brine, dried (Na2SO4) and evapor... Solvent: N1=CC=CC=C1 (pyridine). Reaction SMILES: CS[C:3]1[NH:8][C:7](=[O:9])[C:6]([CH:10]([C:12]2[CH:13]=[N:14][CH:15]=[CH:16][CH:17]=2)[CH3:11])=[CH:5][N:4]=1.[CH3:18][N:19]([CH2:21][C:22]1[O:26][C:25]([CH2:27][S:28][CH2:29][CH2:30][NH2:31])=[CH:24][CH:23]=1)[CH3:20]>N1C=CC=CC=1>[CH3:20][N:19]([CH2:21][C:22]1[O:26][C:25]([CH2:27][S:28][CH2:29][CH2:30][NH:31][C:3]2[NH:8][C:7](=[O:9])[C:6]([CH:10]([C:12]3[CH:13]=[N:14][CH:15]=[CH:16][CH:17]=3)[CH3:11])=[CH:5][N:4]=2)=[CH:24][CH:23]=1)[CH3:18]. Yields the product CN(C)CC1=CC=C(O1)CSCCNC1=NC=C(C(N1)=O)C(C)C=1C=NC=CC1 (2-[2-(5-dimethylaminomethyl-2-furylmethylthio)ethylamino]-5-(1-(3-pyridyl)ethyl)-4-pyrimidone). The reactants are CSC1=NC=C(C(N1)=O)C(C)C=1C=NC=CC1 (2-methylthio-5-[1-(3-pyridyl)ethyl]-4-pyrimidone), CN(C)CC1=CC=C(O1)CSCCN (2-(5-dimethylaminomethyl-2-furylmethylthio)ethylamine). Reported procedure: Equimolar amounts of 2-methylthio-5-[1-(3-pyridyl)ethyl]-4-pyrimidone and 2-(5-dimethylaminomethyl-2-furylmethylthio)ethylamine in pyridine are boiled under reflux for 48 hours and evaporated to dryness. The residue is purified to give 2-[2-(5-dimethylaminomethyl-2-furylmethylthio)ethylamino]-5-(1-(3-pyridyl)ethyl)-4-pyrimidone. Reactants: amide, OC1[C@H]2CN(C[C@@H]1CNC2)C(=O)OC(C)(C)C ((1R,5S)-tert-butyl 9-hydroxy-3,7-diazabicyclo[3.3.1]nonane-3-carboxylate), C1(CCCCCC1)N1C(=CC2=C1N=C(N=C2)NC2=NC=C(C(=O)O)C=C2)C(N(C)C)=O (6-(7-cycloheptyl-6-(dimethylcarbamoyl)-7H-pyrrolo[2,3-d]pyrimidin-2-ylamino)nicotinic acid), [Li+].[Cl-] (LiCl). The product is C1(CCCCCC1)N1C(=CC2=C1N=C(N=C2)NC2=NC=C(C(=O)N1C[C@H]3CN(C[C@@H](C1)C3O)C(=O)OC(C)(C)C)C=C2)C(N(C)C)=O ((1R,5S)-tert-butyl 7-(6-(7-cycloheptyl-6-(dimethylcarbamoyl)-7H-pyrrolo[2,3-d]pyrimidin-2-ylamino)nicotinoyl)-9-hydroxy-3,7-diazabicyclo[3.3.1]nonane-3-carboxylate). Isolated yield 83.0%. RXN SMILES: [CH:1]1([N:8]2[C:12]3[N:13]=[C:14]([NH:17][C:18]4[CH:26]=[CH:25][C:21]([C:22]([OH:24])=O)=[CH:20][N:19]=4)[N:15]=[CH:16][C:11]=3[CH:10]=[C:9]2[C:27](=[O:31])[N:28]([CH3:30])[CH3:29])[CH2:7][CH2:6][CH2:5][CH2:4][CH2:3][CH2:2]1.[Li+].[Cl-].[OH:34][CH:35]1[C@H:40]2[CH2:41][NH:42][CH2:43][C@@H:36]1[CH2:37][N:38]([C:44]([O:46][C:47]([CH3:50])([CH3:49])[CH3:48])=[O:45])[CH2:39]2>>[CH:1]1([N:8]2[C:12]3[N:13]=[C:14]([NH:17][C:18]4[CH:26]=[CH:25][C:21]([C:22]([N:42]5[CH2:41][C@H:40]6[CH:35]([OH:34])[C@H:36]([CH2:37][N:38]([C:44]([O:46][C:47]([CH3:50])([CH3:49])[CH3:48])=[O:45])[CH2:39]6)[CH2:43]5)=[O:24])=[CH:20][N:19]=4)[N:15]=[CH:16][C:11]=3[CH:10]=[C:9]2[C:27](=[O:31])[N:28]([CH3:29])[CH3:30])[CH2:2][CH2:3][CH2:4][CH2:5][CH2:6][CH2:7]1 |f:1.2|. Reported procedure: Following general amide formation method 1, 6-(7-cycloheptyl-6-(dimethylcarbamoyl)-7H-pyrrolo[2,3-d]pyrimidin-2-ylamino)nicotinic acid with 5 equiv LiCl was combined with (1R,5S)-tert-butyl 9-hydroxy-3,7-diazabicyclo[3.3.1]nonane-3-carboxylate which gave (1R,5S)-tert-butyl 7-(6-(7-cycloheptyl-6-(dimethylcarbamoyl)-7H-pyrrolo[2,3-d]pyrimidin-2-ylamino)nicotinoyl)-9-hydroxy-3,7-diazabicyclo[3.3.1]nonane-3-carboxylate (170 mg) in 83% yield. 1H NMR (400 MHz, CDCl3) δ ppm 8.75 (s, 1H), 8.67 (d, J=8.5...